Dataset: the Open Reaction Database (ORD), a public repository of structured organic reaction records. Task: describe an organic reaction: reactants, conditions, products, and yield Reactants: ClC=1C(=C(C(=C2C1C(=O)OC2=O)Cl)Cl)Cl (tetrachlorophthalic anhydride), CN(C1=CC(=CC=C1)N(C)C)C (N,N,N',N'-tetramethyl-m-phenylenediamine). The reagents and catalysts are [Cl-].[Zn+2].[Cl-] (zinc chloride). The solvent is ClC1=CC=CC=C1 (chlorobenzene). The product is C(C(C)C)OC1=C(C(=O)C2=C(C(=O)O)C=CC=C2)C=CC(=C1)N(C)C (2-(2-isobutoxy-4-(dimethylamino)benzoyl)benzoic acid). RXN SMILES: Cl[C:2]1[C:3](Cl)=[C:4](Cl)[C:5](Cl)=[C:6]2[C:11](=[O:12])[O:10][C:8](=[O:9])[C:7]=12.CN(C)[C:18]1[CH:23]=[CH:22][CH:21]=[C:20]([N:24]([CH3:26])[CH3:25])[CH:19]=1>[Cl-].[Zn+2].[Cl-].ClC1C=CC=CC=1>[CH2:8]([O:9][C:18]1[CH:19]=[C:20]([N:24]([CH3:26])[CH3:25])[CH:21]=[CH:22][C:23]=1[C:8]([C:7]1[CH:2]=[CH:3][CH:4]=[CH:5][C:6]=1[C:11]([OH:10])=[O:12])=[O:9])[CH:7]([CH3:6])[CH3:2] |f:2.3.4|. Procedure: In a manner similar to that of part A of Example 3 condensation of tetrachlorophthalic anhydride (1.92 g.) and N,N,N',N'-tetramethyl-m-phenylenediamine (1.64 g.) in contact with zinc chloride (1.35 g.) and with chlorobenzene (40-45 ml.) as diluent afforded 2-(2,4-bis(dimethylamino)benzoyl)-3,4,5,6-tetrachlorobenzoic acid (II: Y'2 = Y'4 = (CH3)2N, Z4 = Z'5 = Z'6 = Z7 = Cl) (m.p. 199°-201° C.). The reactants are CCCCCCC, ClCCl, CC(C)c1cccc(C(C)C)c1N=C=O, NCC1(S(=O)(=O)c2ccccc2)CCCC1. Yields the product CC(C)c1cccc(C(C)C)c1NC(=O)NCC1(S(=O)(=O)c2ccccc2)CCCC1. RXN SMILES: [CH3:35][CH2:36][CH2:37][CH2:38][CH2:39][CH2:40][CH3:41].[Cl:32][CH2:33][Cl:34].[N:1](=[C:2]=[O:3])[c:4]1[c:5]([CH:13]([CH3:14])[CH3:15])[cH:6][cH:7][cH:8][c:9]1[CH:10]([CH3:11])[CH3:12].[c:16]1([S:22](=[O:23])(=[O:24])[C:25]2([CH2:30][NH2:31])[CH2:26][CH2:27][CH2:28][CH2:29]2)[cH:17][cH:18][cH:19][cH:20][cH:21]1>>[NH:1]([C:2](=[O:3])[NH:31][CH2:30][C:25]1([S:22]([c:16]2[cH:17][cH:18][cH:19][cH:20][cH:21]2)(=[O:23])=[O:24])[CH2:26][CH2:27][CH2:28][CH2:29]1)[c:4]1[c:5]([CH:13]([CH3:14])[CH3:15])[cH:6][cH:7][cH:8][c:9]1[CH:10]([CH3:11])[CH3:12].